This data is from the Open Reaction Database (ORD), a public repository of structured organic reaction records. The task is: describe an organic reaction: reactants, conditions, products, and yield Reactants: O=S1(=O)N=C(Cl)Nc2cc(Cl)sc21, Cl, CC(C)(N)CO, O. Yields the product CC(C)(CO)NC1=NS(=O)(=O)c2sc(Cl)cc2N1. Reaction SMILES: [Cl:1][C:2]1=[N:3][S:4](=[O:12])(=[O:13])[c:5]2[c:6]([cH:8][c:9]([Cl:11])[s:10]2)[NH:7]1.[ClH:20].[NH2:14][C:15]([CH2:16][OH:17])([CH3:18])[CH3:19].[OH2:21]>>[C:2]1([NH:14][C:15]([CH2:16][OH:17])([CH3:18])[CH3:19])=[N:3][S:4](=[O:12])(=[O:13])[c:5]2[c:6]([cH:8][c:9]([Cl:11])[s:10]2)[NH:7]1. Starting materials: C1(CCCC1)N1C(C(=CC2=C1N=C(N=C2)S(=O)C)C2=C(C=CC(=C2)C=2OC(=NN2)CC(C)C)C)=O (8-cyclopentyl-6-{5-(5-isobutyl-[1,3,4]oxadiazol-2-yl)-2-methyl-phenyl}-2-methane-sulfinyl-8H-pyrido[2,3-d]pyrimidin-7-one), NC1CCOCC1 (4-aminotetrahydropyran). The solvent is CC(C)O (2-propanol). Reaction conditions: temperature 120 celsius. Product: C1(CCCC1)N1C(C(=CC2=C1N=C(N=C2)NC2CCOCC2)C2=C(C=CC(=C2)C=2OC(=NN2)CC(C)C)C)=O (8-cyclopentyl-6-{5-(5-isobutyl-[1,3,4]oxadiazol-2-yl)-2-methyl-phenyl}-2-(tetrahydro-pyran-4-ylamino)-8H-pyrido[2,3-d]pyrimidin-7-one). Isolated yield 37.8%. As a reaction SMILES: [CH:1]1([N:6]2[C:11]3[N:12]=[C:13](S(C)=O)[N:14]=[CH:15][C:10]=3[CH:9]=[C:8]([C:19]3[CH:24]=[C:23]([C:25]4[O:26][C:27]([CH2:30][CH:31]([CH3:33])[CH3:32])=[N:28][N:29]=4)[CH:22]=[CH:21][C:20]=3[CH3:34])[C:7]2=[O:35])[CH2:5][CH2:4][CH2:3][CH2:2]1.[NH2:36][CH:37]1[CH2:42][CH2:41][O:40][CH2:39][CH2:38]1>CC(O)C>[CH:1]1([N:6]2[C:11]3[N:12]=[C:13]([NH:36][CH:37]4[CH2:42][CH2:41][O:40][CH2:39][CH2:38]4)[N:14]=[CH:15][C:10]=3[CH:9]=[C:8]([C:19]3[CH:24]=[C:23]([C:25]4[O:26][C:27]([CH2:30][CH:31]([CH3:33])[CH3:32])=[N:28][N:29]=4)[CH:22]=[CH:21][C:20]=3[CH3:34])[C:7]2=[O:35])[CH2:5][CH2:4][CH2:3][CH2:2]1. Reported procedure: A mixture of 8-cyclopentyl-6-{5-(5-isobutyl-[1,3,4]oxadiazol-2-yl)-2-methyl-phenyl}-2-methane-sulfinyl-8H-pyrido[2,3-d]pyrimidin-7-one (0.04 g, 0.08 mmol) and 4-aminotetrahydropyran (0.041 g, 0.40 mmol) in 2-propanol (2 mL) was heated in a microwave reactor at 120° C. for 1 hour. The reaction mixture was cooled and concentrated under reduced pressure. The residue was purified by flash chromatography eluting with 50-70% ethyl acetate in hexanes to give 8-cyclopentyl-6-{5-(5-isobutyl-[1,3,4]oxadia... Starting materials: CNCCC (N-methylpropan-1-amine), [N+](=O)([O-])C1=C(N)C=C(C=C1)C=1SC=CC1 (2-nitro-5-(thiophen-2-yl)aniline), O1CC(C1)N (oxetan-3-amine), C1(=CCCC1)C=1C=CC(=C(N)C1)[N+](=O)[O-] (5-(cyclopent-1-en-1-yl)-2-nitroaniline). Yields the product NC1=C(C=C(C=C1)C=1SC=CC1)NC(=O)NC1COC1 (1-(2-amino-5-(thiophen-2-yl)phenyl)-3-(oxetan-3-yl)urea). Reaction SMILES: [CH3:1][NH:2][CH2:3][CH2:4]C.[O:6]1[CH2:9]C(N)C1.C1(C2C=CC([N+]([O-])=[O:24])=C(C=2)N)CCCC=1.[N+:26]([C:29]1[CH:35]=[CH:34][C:33]([C:36]2[S:37][CH:38]=[CH:39][CH:40]=2)=[CH:32][C:30]=1[NH2:31])([O-])=O>>[NH2:26][C:29]1[CH:35]=[CH:34][C:33]([C:36]2[S:37][CH:38]=[CH:39][CH:40]=2)=[CH:32][C:30]=1[NH:31][C:1]([NH:2][CH:3]1[CH2:4][O:6][CH2:9]1)=[O:24]. Procedure details: 1-(2-amino-5-(thiophen-2-yl)phenyl)-3-(oxetan-3-yl)urea was prepared by substituting N-methylpropan-1-amine in Scheme 25 with oxetan-3-amine and by substituting 5-(cyclopent-1-en-1-yl)-2-nitroaniline in Scheme 25 with 2-nitro-5-(thiophen-2-yl)aniline. ESI+ MS: m/z 289 ([M]+), 1H NMR (500 MHz, d6-DMSO): δ 7.67 (s, 1H), 7.59 (s, 1H), 7.33 (d, J=4.5 Hz, 1H), 7.18 (d, J=2.5 Hz, 1H), 7.12 (d, J=8.0 Hz, 1H), 7.05-6.96 (m, 2H), 6.73 (d, J=8.0 Hz, 1H), 4.93 (bs, 2H), 4.82-4.70 (m, 3H), 4.47-4.43 (m, 2H)... Starting materials: Fc1ccc(-c2cc3cc(Br)ccn3n2)cc1, O=C([O-])[O-], CCOC(C)=O, O=Cc1ccccc1B(O)O, [Cs+], [Cs+], C1CCOC1, O. Product: O=Cc1ccccc1-c1ccn2nc(-c3ccc(F)cc3)cc2c1. Reaction SMILES: [Br:1][c:2]1[cH:3][c:4]2[n:5]([cH:6][cH:7]1)[n:8][c:9](-[c:11]1[cH:12][cH:13][c:14]([F:17])[cH:15][cH:16]1)[cH:10]2.[C:29](=[O:30])([O-:31])[O-:32].[CH3:40][CH2:41][O:42][C:43](=[O:44])[CH3:45].[CH:18](=[O:19])[c:20]1[c:21]([B:26]([OH:27])[OH:28])[cH:22][cH:23][cH:24][cH:25]1.[Cs+:33].[Cs+:34].[O:35]1[CH2:36][CH2:37][CH2:38][CH2:39]1.[OH2:46]>>[c:2]1(-[c:21]2[c:20]([CH:18]=[O:19])[cH:25][cH:24][cH:23][cH:22]2)[cH:3][c:4]2[n:5]([cH:6][cH:7]1)[n:8][c:9](-[c:11]1[cH:12][cH:13][c:14]([F:17])[cH:15][cH:16]1)[cH:10]2. Reactants: CCCCCCN=C=O, S=C1NC2(CCCCC2)NC12CCCCC2, N#C[K], C1CN2CCN1CC2, c1ccccc1. The product is CCCCCCNC(=O)N1C(=S)C2(CCCCC2)NC12CCCCC2. Reaction SMILES: [CH2:17]([CH2:18][CH2:19][CH2:20][CH2:21][CH3:22])[N:23]=[C:24]=[O:25].[CH2:1]1[CH2:2][CH2:3][CH2:4][CH2:5][C:6]12[NH:7][C:8]1([CH2:9][CH2:10][CH2:11][CH2:12][CH2:13]1)[NH:14][C:15]2=[S:16].[K:26][C:27]#[N:28].[N:29]12[CH2:30][CH2:31][N:32]([CH2:33][CH2:34]1)[CH2:35][CH2:36]2.[cH:37]1[cH:38][cH:39][cH:40][cH:41][cH:42]1>>[CH2:1]1[CH2:2][CH2:3][CH2:4][CH2:5][C:6]12[NH:7][C:8]1([CH2:9][CH2:10][CH2:11][CH2:12][CH2:13]1)[N:14]([C:24]([NH:23][CH2:17][CH2:18][CH2:19][CH2:20][CH2:21][CH3:22])=[O:25])[C:15]2=[S:16]. Starting materials: intermediate 58, CC1=NN(C=2N=C(C=C(C21)C(=O)OCC)C2=CC=NC=C2)C(C)C (ethyl 3-methyl-1-(1-methylethyl)-6-(4-pyridinyl)-1H-pyrazolo[3,4-b]pyridine-4-carboxylate), [OH-].[Na+] (sodium hydroxide). Solvent: C(C)O (Ethanol). Product: CC1=NN(C=2N=C(C=C(C21)C(=O)O)C2=CC=NC=C2)C(C)C (3-Methyl-1-(1-methylethyl)-6-(4-pyridinyl)-1H-pyrazolo[3,4-b]pyridine-4-carboxylic acid). As a reaction SMILES: [CH3:1][C:2]1[C:10]2[C:9]([C:11]([O:13]CC)=[O:12])=[CH:8][C:7]([C:16]3[CH:21]=[CH:20][N:19]=[CH:18][CH:17]=3)=[N:6][C:5]=2[N:4]([CH:22]([CH3:24])[CH3:23])[N:3]=1.[OH-].[Na+]>C(O)C>[CH3:1][C:2]1[C:10]2[C:9]([C:11]([OH:13])=[O:12])=[CH:8][C:7]([C:16]3[CH:21]=[CH:20][N:19]=[CH:18][CH:17]=3)=[N:6][C:5]=2[N:4]([CH:22]([CH3:24])[CH3:23])[N:3]=1 |f:1.2|. Reported procedure: The title compound was prepared in the same manner as described for intermediate 58 using ethyl 3-methyl-1-(1-methylethyl)-6-(4-pyridinyl)-1H-pyrazolo[3,4-b]pyridine-4-carboxylate (36 mg, 0.111 mmol), Ethanol (2 ml) and sodium hydroxide (0.185 mL, 0.555 mmol). The final product was collected as 26 mg 79%). LCMS E-S (M+H)=297.2. 1H NMR (400 MHz, DMSO-d6) δ ppm 1.54 (d, J=6.4 Hz, 6H), 2.65 (s, 3H), 5.35 (m, 1H), 8.17 (s, 1H) 8.24 (m, 2H), 8.78 (m, 2H). The reactants are C(C)OC(CN(C)CC=C(C=1SC=CC1)C1=CC=CC=C1)=O (N-[3-phenyl-3-(thien-2-yl)-2-propenyl]sarcosine ethyl ester), C(C)OC(CN(C)CC=C(C=1SC=CC1)C1=CC=CC=C1)=O (N-[3-phenyl-3-(thien-2-yl)-2-propenyl]sarcosine ethyl ester). Reagents/catalysts: [Pd] (Pd/C). Run in CCO (EtOH). Reaction conditions: time 16 hour. Yields the product C(C)OC(CN(C)CCC(C=1SC=CC1)C1=CC=CC=C1)=O (N-[3-phenyl-3-(thien-2-yl)propyl]sarcosine ethyl ester). Yield: 21.7%. As a reaction SMILES: [CH2:1]([O:3][C:4](=[O:22])[CH2:5][N:6]([CH2:8][CH:9]=[C:10]([C:16]1[CH:21]=[CH:20][CH:19]=[CH:18][CH:17]=1)[C:11]1[S:12][CH:13]=[CH:14][CH:15]=1)[CH3:7])[CH3:2]>CCO.[Pd]>[CH2:1]([O:3][C:4](=[O:22])[CH2:5][N:6]([CH2:8][CH2:9][CH:10]([C:16]1[CH:21]=[CH:20][CH:19]=[CH:18][CH:17]=1)[C:11]1[S:12][CH:13]=[CH:14][CH:15]=1)[CH3:7])[CH3:2]. Procedure: 0.055 g (0.174 mmol) N-[3-Phenyl-3-(thien-2-yl)-2-propenyl]sarcosine ethyl ester (Compound 41 from Example 6) was hydrogenated over 0.055 g 10% Pd/C in 2 ml of EtOH. The hydrogenation was conducted at 40 psi for 16 hours at room temperature (see Reaction 20, FIG. 2). After filtering off the catalyst the solution was concentrated and the residue was purified by preparative TLC with 1:2 ethyl acetate:hexanes to give 0.012 g (22%) N-[3-phenyl-3-(thien-2-yl)propyl]sarcosine ethyl ester (Compound A42...